This data is from the Open Reaction Database (ORD), a public repository of structured organic reaction records. The task is: describe an organic reaction: reactants, conditions, products, and yield Reactants: FC=1C=C(NCN2N=NC3=C2C=CC=C3)C=CC1 (1-((3-Fluoroanilino)methyl)-1H-benzotriazole), [Na] (sodium), [BH4-].[Na+] (Sodium borohydride), Cl (hydrochloric acid). The solvent is O1CCCC1 (tetrahydrofuran). Conditions: time 1 hour. Product: FC=1C=C(NC)C=CC1 (3-fluoro-N-methylaniline). Isolated yield 97.4%. RXN SMILES: [F:1][C:2]1[CH:3]=[C:4]([CH:16]=[CH:17][CH:18]=1)[NH:5][CH2:6]N1C2C=CC=CC=2N=N1.[BH4-].[Na+].Cl.[Na]>O1CCCC1>[F:1][C:2]1[CH:3]=[C:4]([CH:16]=[CH:17][CH:18]=1)[NH:5][CH3:6] |f:1.2,^1:21|. Reported procedure: 1-((3-Fluoroanilino)methyl)-1H-benzotriazole (173.9 g) was slurried in dry tetrahydrofuran. Sodium borohydride (32.5 g) was added portionwise to the mixture at room temperature. After addition was complete, the mixture was heated at reflux for 4 hours. The solution was cooled and poured slowly into 400 mL of 5M hydrochloric acid with ice and stirred for 1 hour at room temperature. The solution pH was adjusted to 9-10 using 10M sodium hdyroxide solution. The product was extracted using diethyl et... Reactants: CCN(C(C)C)C(C)C, [Cl-], ClCCl, NCC1(C2(O)CCCC2)Cc2ccc3ccoc3c21, O=C(O)C1COc2ccccc2O1, O. Yields the product O=C(NCC1(C2(O)CCCC2)Cc2ccc3ccoc3c21)C1COc2ccccc2O1. RXN SMILES: [CH:37]([N:38]([CH:39]([CH3:40])[CH3:41])[CH2:42][CH3:43])([CH3:44])[CH3:45].[Cl-:1].[Cl:34][CH2:35][Cl:36].[NH2:15][CH2:16][C:17]1([C:28]2([OH:33])[CH2:29][CH2:30][CH2:31][CH2:32]2)[CH2:18][c:19]2[c:20]1[c:21]1[c:22]([cH:23][cH:24][o:25]1)[cH:26][cH:27]2.[O:2]1[CH:3]([C:12](=[O:13])[OH:14])[CH2:4][O:5][c:6]2[c:7]1[cH:8][cH:9][cH:10][cH:11]2.[OH2:46]>>[O:2]1[CH:3]([C:12](=[O:14])[NH:15][CH2:16][C:17]2([C:28]3([OH:33])[CH2:29][CH2:30][CH2:31][CH2:32]3)[CH2:18][c:19]3[c:20]2[c:21]2[c:22]([cH:23][cH:24][o:25]2)[cH:26][cH:27]3)[CH2:4][O:5][c:6]2[c:7]1[cH:8][cH:9][cH:10][cH:11]2. Reactants: N1CCCC1 (Pyrrolidine), C(=O)(O)CN1C(CN(CCC(C2=C1C=CC=C2)=O)C(NC2=CC(=CC=C2)C)=O)=O (1-carboxymethyl-4-(3-methylphenyl)carbamyl-2,7-dioxo-2,3,4,5,6,7-hexahydro-1H-1,4-benzodiazonin), C(CCl)Cl (EDC), C=1C=CC2=C(C1)N=NN2O (HOBt). Solvent: CN(C)C=O (DMF), O (water). Run at time 28 hour. Product: CC=1C=C(C=CC1)NC(=O)N1CC(N(C2=C(C(CC1)=O)C=CC=C2)CC(=O)N2CCCC2)=O (4-(3-methylphenyl)carbamyl-2,7-dioxo-1-pyrrolidinoylmethyl-2,3,4,5,6,7-hexahydro-1H-1,4-benzodiazonine). As a reaction SMILES: [NH:1]1[CH2:5][CH2:4][CH2:3][CH2:2]1.[C:6]([CH2:9][N:10]1[C:18]2[CH:19]=[CH:20][CH:21]=[CH:22][C:17]=2[C:16](=[O:23])[CH2:15][CH2:14][N:13]([C:24](=[O:33])[NH:25][C:26]2[CH:31]=[CH:30][CH:29]=[C:28]([CH3:32])[CH:27]=2)[CH2:12][C:11]1=[O:34])(O)=[O:7].C(Cl)CCl.C1C=CC2N(O)N=NC=2C=1>CN(C=O)C.O>[CH3:32][C:28]1[CH:27]=[C:26]([NH:25][C:24]([N:13]2[CH2:14][CH2:15][C:16](=[O:23])[C:17]3[CH:22]=[CH:21][CH:20]=[CH:19][C:18]=3[N:10]([CH2:9][C:6]([N:1]3[CH2:5][CH2:4][CH2:3][CH2:2]3)=[O:7])[C:11](=[O:34])[CH2:12]2)=[O:33])[CH:31]=[CH:30][CH:29]=1. Procedure details: Pyrrolidine (117 μl, 1.41 mmol) was added to a solution of 1-carboxymethyl-4-(3-methylphenyl)carbamyl-2,7-dioxo-2,3,4,5,6,7-hexahydro-1H-1,4-benzodiazonin(373 mg, 0.94 mmol), EDC (181 mg, 0.94 mmol) and HOBt (127 mg, 0.94 mmol) in DMF (3 ml) at room temperature. The reaction mixture was stirred at room temperature for 28 hours, diluted with water (50 ml), and extracted with ethyl acetate (50 ml). The organic extract was washed with 10% citric acid solution (50 ml), brine (2×50 ml) and dried (MgS... Starting materials: CCOC(C)=O, CCOCC, CCOC(C)=O, Cl, CC(C(=O)NNC(=O)OC(C)(C)C)c1ccccc1. The product is Cl, CC(C(=O)NN)c1ccccc1. As a reaction SMILES: [C:1]([O:2][CH2:3][CH3:4])(=[O:5])[CH3:6].[CH3:27][CH2:28][O:29][CH2:30][CH3:31].[CH3:32][CH2:33][O:34][C:35](=[O:36])[CH3:37].[ClH:7].[c:8]1([CH:14]([C:15](=[O:16])[NH:17][NH:18][C:19]([O:20][C:21]([CH3:22])([CH3:23])[CH3:24])=[O:25])[CH3:26])[cH:9][cH:10][cH:11][cH:12][cH:13]1>>[ClH:7].[c:8]1([CH:14]([C:15](=[O:16])[NH:17][NH2:18])[CH3:26])[cH:9][cH:10][cH:11][cH:12][cH:13]1. The reactants are ClC1=C(C=C(C=C1)C1=NC=2N(C(=C1)C(F)F)N=CC2C#C)C (5-(4-chloro-3-methyl-phenyl)-7-difluoromethyl-3-ethynyl-pyrazolo[1,5-a]pyrimidine), CN(CCNS(=O)(=O)C=1SC(=CC1)Br)C (5-Bromo-thiophene-2-sulfonic acid (2-dimethylamino-ethyl)-amide). The product is CN(CCNS(=O)(=O)C=1SC(=CC1)C#CC=1C=NN2C1N=C(C=C2C(F)F)C2=CC(=C(C=C2)Cl)C)C (5-[5-(4-Chloro-3-methyl-phenyl)-7-difluoromethyl-pyrazolo[1,5-a]pyrimidin-3-ylethynyl]-thiophene-2-sulfonic acid (2-dimethylamino-ethyl)-amide), solid. Reaction SMILES: [Cl:1][C:2]1[CH:7]=[CH:6][C:5]([C:8]2[CH:13]=[C:12]([CH:14]([F:16])[F:15])[N:11]3[N:17]=[CH:18][C:19]([C:20]#[CH:21])=[C:10]3[N:9]=2)=[CH:4][C:3]=1[CH3:22].[CH3:23][N:24]([CH3:37])[CH2:25][CH2:26][NH:27][S:28]([C:31]1[S:32][C:33](Br)=[CH:34][CH:35]=1)(=[O:30])=[O:29]>>[CH3:23][N:24]([CH3:37])[CH2:25][CH2:26][NH:27][S:28]([C:31]1[S:32][C:33]([C:21]#[C:20][C:19]2[CH:18]=[N:17][N:11]3[C:12]([CH:14]([F:15])[F:16])=[CH:13][C:8]([C:5]4[CH:6]=[CH:7][C:2]([Cl:1])=[C:3]([CH3:22])[CH:4]=4)=[N:9][C:10]=23)=[CH:34][CH:35]=1)(=[O:30])=[O:29]. Yield: 73.0%. Procedure details: The title compound was prepared from 5-(4-chloro-3-methyl-phenyl)-7-difluoromethyl-3-ethynyl-pyrazolo[1,5-a]pyrimidine (example C.16) (159 mg, 0.5 mmol) and 5-bomo-thiophene-2-sulfonic acid (2-dimethylamino-ethyl)-amide (example B.49) (157 mg, 0.5 mmol) according to general procedure II. Obtained as a yellow solid (200 mg, 73%). MS (ISN) 548.1 [(M−H)−]; mp 149° C. The reactants are C1(=CC=CC2=CC=CC=C12)[C@@H](C)NC(=O)C1NCCOC1 (N-((R)-1-(naphthalen-1-yl)ethyl)morpholine-3-carboxamide), CC1(C2=C(C(=CC=C2)P(C3=CC=CC=C3)C4=CC=CC=C4)OC5=C(C=CC=C51)P(C6=CC=CC=C6)C7=CC=CC=C7)C (xantphos), BrC1=CC(=CC=C1)C(F)(F)F (1-bromo-3-(trifluoromethyl)benzene), C(=O)([O-])[O-].[Cs+].[Cs+] (Cs2CO3). The reagents and catalysts are [Pd].C(C)(C)(C)P(C(C)(C)C)C(C)(C)C (tri-tert-butylphosphine palladium(0)). The solvent is C1(=CC=CC=C1)C (toluene), C(C)OCC (diethylether). Reaction conditions: temperature 110 celsius. Yields the product C1(=CC=CC2=CC=CC=C12)[C@@H](C)NC(=O)C1N(CCOC1)C1=CC(=CC=C1)C(F)(F)F (N-((R)-1-(Naphthalen-1-yl)ethyl)-4-(3-(trifluoromethyl)phenyl)morpholine-3-carboxamide). Yield: 33.3%. As a reaction SMILES: [C:1]1([C@H:11]([NH:13][C:14]([CH:16]2[CH2:21][O:20][CH2:19][CH2:18][NH:17]2)=[O:15])[CH3:12])[C:10]2[C:5](=[CH:6][CH:7]=[CH:8][CH:9]=2)[CH:4]=[CH:3][CH:2]=1.CC1(C)C2C(=C(P(C3C=CC=CC=3)C3C=CC=CC=3)C=CC=2)OC2C(P(C3C=CC=CC=3)C3C=CC=CC=3)=CC=CC1=2.Br[C:65]1[CH:70]=[CH:69][CH:68]=[C:67]([C:71]([F:74])([F:73])[F:72])[CH:66]=1.C([O-])([O-])=O.[Cs+].[Cs+]>C1(C)C=CC=CC=1.C(OCC)C.[Pd].C(P(C(C)(C)C)C(C)(C)C)(C)(C)C>[C:1]1([C@H:11]([NH:13][C:14]([CH:16]2[CH2:21][O:20][CH2:19][CH2:18][N:17]2[C:65]2[CH:70]=[CH:69][CH:68]=[C:67]([C:71]([F:74])([F:73])[F:72])[CH:66]=2)=[O:15])[CH3:12])[C:10]2[C:5](=[CH:6][CH:7]=[CH:8][CH:9]=2)[CH:4]=[CH:3][CH:2]=1 |f:3.4.5,8.9|. Reported procedure: To a mixture solution of N-((R)-1-(naphthalen-1-yl)ethyl)morpholine-3-carboxamide (Intermediate-1) (400 mg, 1.4 mmol) in toluene (10 mL), bis(tri-tert-butylphosphine palladium(0) (19.3 mg, 0.021 mmol), xantphos (36.67 mg, 0.047 mmol), 1-bromo-3-(trifluoromethyl)benzene (244 μL, 1.69 mmol) and Cs2CO3 (688 mg, 2.11 mmol) were added. The reaction mass was heated to 110° C. and further maintained for 20 h under nitrogen atmosphere. After reaction completion the mixture was diluted with diethylether,... Starting materials: OCC1Cc2c(F)ccc(Br)c2O1, Cc1ccc(S(=O)(=O)Cl)cc1, c1ccncc1. The product is Cc1ccc(S(=O)(=O)OCC2Cc3c(F)ccc(Br)c3O2)cc1. RXN SMILES: [Br:1][c:2]1[cH:3][cH:4][c:5]([F:13])[c:6]2[c:10]1[O:9][CH:8]([CH2:11][OH:12])[CH2:7]2.[c:14]1([CH3:24])[cH:15][cH:16][c:17]([S:20](=[O:21])(=[O:22])[Cl:23])[cH:18][cH:19]1.[cH:25]1[cH:26][cH:27][n:28][cH:29][cH:30]1>>[Br:1][c:2]1[cH:3][cH:4][c:5]([F:13])[c:6]2[c:10]1[O:9][CH:8]([CH2:11][O:12][S:20]([c:17]1[cH:16][cH:15][c:14]([CH3:24])[cH:19][cH:18]1)(=[O:21])=[O:22])[CH2:7]2.